This data is from the Open Reaction Database (ORD), a public repository of structured organic reaction records. The task is: describe an organic reaction: reactants, conditions, products, and yield The product is CN1C(=O)C(C)(C)N=C(c2ccccc2F)c2c1ccc(N)c2Br. Reactants: Br, Br, CN1C(=O)C(C)(C)N=C(c2ccccc2F)c2cc(N)ccc21. As a reaction SMILES: [Br:24].[BrH:25].[NH2:1][c:2]1[cH:3][cH:4][c:5]2[c:6]([cH:23]1)[C:7]([c:16]1[c:17]([F:22])[cH:18][cH:19][cH:20][cH:21]1)=[N:8][C:9]([CH3:14])([CH3:15])[C:10](=[O:13])[N:11]2[CH3:12]>>[NH2:1][c:2]1[cH:3][cH:4][c:5]2[c:6]([c:23]1[Br:25])[C:7]([c:16]1[c:17]([F:22])[cH:18][cH:19][cH:20][cH:21]1)=[N:8][C:9]([CH3:14])([CH3:15])[C:10](=[O:13])[N:11]2[CH3:12]. The reactants are CCOCC, Cn1ccc2ccc(C#N)cc21, O=C(Cl)C(=O)Cl. As a reaction SMILES: [CH2:19]([O:20][CH2:21][CH3:22])[CH3:23].[CH3:1][n:2]1[cH:3][cH:4][c:5]2[cH:6][cH:7][c:8]([C:11]#[N:12])[cH:9][c:10]12.[Cl:13][C:14](=[O:15])[C:16](=[O:17])[Cl:18]>>[CH3:1][n:2]1[cH:3][c:4]([C:16]([C:14]([Cl:13])=[O:15])=[O:17])[c:5]2[cH:6][cH:7][c:8]([C:11]#[N:12])[cH:9][c:10]12. Yields the product Cn1cc(C(=O)C(=O)Cl)c2ccc(C#N)cc21. Starting materials: CCOC(=O)c1cn(C)c2nc3cc(F)c(F)cc3cc2c1=O, CS(C)=O, CCO, [Na+], [Na+], O=C([O-])[O-], O, c1coc(C2CNCCN2)c1. Yields the product CCOC(=O)c1cn(C)c2nc3cc(N4CCNC(c5ccco5)C4)c(F)cc3cc2c1=O. As a reaction SMILES: [CH2:1]([CH3:2])[O:3][C:4](=[O:5])[c:6]1[c:7](=[O:23])[c:8]2[cH:9][c:10]3[c:11]([n:12][c:13]2[n:14]([CH3:16])[cH:15]1)[cH:17][c:18]([F:22])[c:19]([F:21])[cH:20]3.[CH3:42][S:43](=[O:44])[CH3:45].[CH3:46][CH2:47][OH:48].[Na+:35].[Na+:36].[O-:37][C:38](=[O:39])[O-:40].[OH2:41].[o:24]1[c:25]([CH:29]2[NH:30][CH2:31][CH2:32][NH:33][CH2:34]2)[cH:26][cH:27][cH:28]1>>[CH2:1]([CH3:2])[O:3][C:4](=[O:5])[c:6]1[c:7](=[O:23])[c:8]2[cH:9][c:10]3[c:11]([n:12][c:13]2[n:14]([CH3:16])[cH:15]1)[cH:17][c:18]([N:33]1[CH2:32][CH2:31][NH:30][CH:29]([c:25]2[o:24][cH:28][cH:27][cH:26]2)[CH2:34]1)[c:19]([F:21])[cH:20]3. Reactants: ON1N=NC2=C1C=CC=C2 (1-Hydroxybenzotriazole), Cl.C(C)N=C=NCCCN(C)C (N-ethyl-N′-(3-dimethylaminopropyl)carbodiimide hydrochloride), BrC1=C(C(=O)O)C=CC(=C1)C (2-bromo-4-methylbenzoic acid), Cl.CNOC (N,O-dimethylhydroxylamine hydrochloride), Cl (Hydrochloric acid). The reagents and catalysts are CN(C1=CC=NC=C1)C (4-dimethylaminopyridine). Run in ClCCl (dichloromethane). Run at time 13 hour. Yields the product BrC1=C(C(=O)N(OC)C)C=CC(=C1)C (2-bromo-4,N-dimethyl-N-methoxybenzamide). Yield: 100.0%. Reaction SMILES: ON1C2C=CC=CC=2N=N1.Cl.C(N=C=NCCCN(C)C)C.[Br:23][C:24]1[CH:32]=[C:31]([CH3:33])[CH:30]=[CH:29][C:25]=1[C:26](O)=[O:27].Cl.[CH3:35][NH:36][O:37][CH3:38].Cl>CN(C)C1C=CN=CC=1.ClCCl>[Br:23][C:24]1[CH:32]=[C:31]([CH3:33])[CH:30]=[CH:29][C:25]=1[C:26]([N:36]([CH3:35])[O:37][CH3:38])=[O:27] |f:1.2,4.5|. Procedure details: 1-Hydroxybenzotriazole (3.78 g), 4-dimethylaminopyridine (3.42 g), and N-ethyl-N′-(3-dimethylaminopropyl)carbodiimide hydrochloride (5.40 g) were added to a solution (100 mL) of 2-bromo-4-methylbenzoic acid (5.00 g) and N,O-dimethylhydroxylamine hydrochloride (2.73 g) in dichloromethane, followed by stirring at room temperature for 13 hours. 1N Hydrochloric acid was added to the reaction mixture, followed by extraction with dichloromethane and evaporation of the solvent. After purification, 2-br... The reactants are C1CCOC1, C[Si](C)(C)[N-][Si](C)(C)C, C=CCI, [Li+], COC(=O)C1CCN(C(=O)OCc2ccccc2)CC1. Yields the product C=CCC1(C(=O)OC)CCN(C(=O)OCc2ccccc2)CC1. RXN SMILES: [CH2:35]1[O:36][CH2:37][CH2:38][CH2:39]1.[CH3:1][Si:2]([N-:3][Si:4]([CH3:5])([CH3:6])[CH3:7])([CH3:8])[CH3:9].[I:31][CH2:32][CH:33]=[CH2:34].[Li+:10].[N:11]1([C:21](=[O:22])[O:23][CH2:24][c:25]2[cH:26][cH:27][cH:28][cH:29][cH:30]2)[CH2:12][CH2:13][CH:14]([C:17](=[O:18])[O:19][CH3:20])[CH2:15][CH2:16]1>>[N:11]1([C:21](=[O:22])[O:23][CH2:24][c:25]2[cH:26][cH:27][cH:28][cH:29][cH:30]2)[CH2:12][CH2:13][C:14]([C:17](=[O:18])[O:19][CH3:20])([CH2:34][CH:33]=[CH2:32])[CH2:15][CH2:16]1. RXN SMILES: [BrH:1].[CH2:2]([c:3]1[cH:4][cH:5][cH:6][cH:7][cH:8]1)[N:9]([CH3:10])[CH2:11][CH:12]1[C:13](=[O:21])[c:14]2[cH:15][cH:16][cH:17][cH:18][c:19]2[CH2:20]1.[Na+:23].[O:24]1[CH2:25][CH2:26][CH2:27][CH2:28]1.[OH-:22]>>[CH2:2]([c:3]1[cH:4][cH:5][cH:6][cH:7][cH:8]1)[N:9]([CH3:10])[CH2:11][CH:12]1[CH:13]([OH:21])[c:14]2[cH:15][cH:16][cH:17][cH:18][c:19]2[CH2:20]1. Starting materials: Br, CN(Cc1ccccc1)CC1Cc2ccccc2C1=O, [Na+], C1CCOC1, [OH-]. Product: CN(Cc1ccccc1)CC1Cc2ccccc2C1O. Reactants: [BH4-], C1CCOC1, O=CC1c2cc(C(=O)O)ccc2-c2ccc(C(=O)O)cc21, [Na+], O. Yields the product O=C(O)c1ccc2c(c1)C(CO)c1cc(C(=O)O)ccc1-2. As a reaction SMILES: [BH4-:22].[CH2:25]1[O:26][CH2:27][CH2:28][CH2:29]1.[CH:1](=[O:2])[CH:3]1[c:4]2[cH:5][c:6]([C:19](=[O:20])[OH:21])[cH:7][cH:8][c:9]2-[c:10]2[cH:11][cH:12][c:13]([C:16](=[O:17])[OH:18])[cH:14][c:15]21.[Na+:23].[OH2:24]>>[CH2:1]([OH:2])[CH:3]1[c:4]2[cH:5][c:6]([C:19](=[O:20])[OH:21])[cH:7][cH:8][c:9]2-[c:10]2[cH:11][cH:12][c:13]([C:16](=[O:17])[OH:18])[cH:14][c:15]21.